describe an organic reaction: reactants, conditions, products, and yield From a dataset of the Open Reaction Database (ORD), a public repository of structured organic reaction records. The reactants are CC=1C(=NC=CC1)CNC(C)C1=NC=CC=C1 ((3-methyl-pyridin-2-ylmethyl)-(1-pyridin-2-yl-ethyl)-amine), COC(C1=C(C=CC(=C1)C#N)CBr)=O (2-bromomethyl-5-cyano-benzoic acid methyl ester), CCN(C(C)C)C(C)C (DIPEA). Reagents/catalysts: CN(C)C=1C=CN=CC1 (DMAP). Solvent: CC#N (CH3CN). Yields the product COC(C1=C(C=CC(=C1)C#N)CN(C(C)C1=NC=CC=C1)CC1=NC=CC=C1C)=O (5-cyano-2-{[(3-methyl-pyridin-2-ylmethyl)-(1-pyridin-2-yl-ethyl)-amino]-methyl}-benzoic acid methyl ester). Reaction SMILES: [CH3:1][C:2]1[C:3]([CH2:8][NH:9][CH:10]([C:12]2[CH:17]=[CH:16][CH:15]=[CH:14][N:13]=2)[CH3:11])=[N:4][CH:5]=[CH:6][CH:7]=1.[CH3:18][O:19][C:20](=[O:31])[C:21]1[CH:26]=[C:25]([C:27]#[N:28])[CH:24]=[CH:23][C:22]=1[CH2:29]Br.CCN(C(C)C)C(C)C>CC#N.CN(C1C=CN=CC=1)C>[CH3:18][O:19][C:20](=[O:31])[C:21]1[CH:26]=[C:25]([C:27]#[N:28])[CH:24]=[CH:23][C:22]=1[CH2:29][N:9]([CH2:8][C:3]1[C:2]([CH3:1])=[CH:7][CH:6]=[CH:5][N:4]=1)[CH:10]([C:12]1[CH:17]=[CH:16][CH:15]=[CH:14][N:13]=1)[CH3:11]. Reported procedure: Using General Procedure A, reaction of (3-methyl-pyridin-2-ylmethyl)-(1-pyridin-2-yl-ethyl)-amine and 2-bromomethyl-5-cyano-benzoic acid methyl ester in CH3CN with DMAP, KI, and DIPEA gave 5-cyano-2-{[(3-methyl-pyridin-2-ylmethyl)-(1-pyridin-2-yl-ethyl)-amino]-methyl}-benzoic acid methyl ester as an amber oil. 1H NMR (CDCl3) δ 1.26 (t, 1H, J=7.3 Hz), 1.58 (d, 3H, J=6.7 Hz), 1.73 (s, 1H), 2.04 (s, 1H), 2.09 (s, 3H), 3.73-3.94 (m, 1H), 3.87 (s, 3H), 4.08-4.19 (m, 4H), 6.92-6.98 (m, 1H), 7.14-7.20 ... The reactants are B, CSC, C1CCOC1, O=C1Nc2ccccc2Nc2ccccc21. The product is c1ccc2c(c1)CNc1ccccc1N2. As a reaction SMILES: [BH3:17].[CH3:18][S:19][CH3:20].[O:21]1[CH2:22][CH2:23][CH2:24][CH2:25]1.[cH:1]1[cH:2][cH:3][cH:4][c:5]2[c:11]1[C:10](=[O:12])[NH:9][c:8]1[c:7]([cH:16][cH:15][cH:14][cH:13]1)[NH:6]2>>[cH:1]1[cH:2][cH:3][cH:4][c:5]2[c:11]1[CH2:10][NH:9][c:8]1[c:7]([cH:16][cH:15][cH:14][cH:13]1)[NH:6]2.